From a dataset of the Open Reaction Database (ORD), a public repository of structured organic reaction records. describe an organic reaction: reactants, conditions, products, and yield Starting materials: CCCCC, COc1ccc(CCC(=O)Nc2c(C)c(C)c3c(c2C)C(c2ccc(C(C)C)cc2)C(C)(C)O3)cc1. Yields the product COc1ccc(CCCNc2c(C)c(C)c3c(c2C)C(c2ccc(C(C)C)cc2)C(C)(C)O3)cc1. Reaction SMILES: [CH3:37][CH2:38][CH2:39][CH2:40][CH3:41].[CH:1]([CH3:2])([CH3:3])[c:4]1[cH:5][cH:6][c:7]([CH:10]2[C:11]([CH3:35])([CH3:36])[O:12][c:13]3[c:14]2[c:15]([CH3:34])[c:16]([NH:21][C:22]([CH2:23][CH2:24][c:25]2[cH:26][cH:27][c:28]([O:31][CH3:32])[cH:29][cH:30]2)=[O:33])[c:17]([CH3:20])[c:18]3[CH3:19])[cH:8][cH:9]1>>[CH:1]([CH3:2])([CH3:3])[c:4]1[cH:5][cH:6][c:7]([CH:10]2[C:11]([CH3:35])([CH3:36])[O:12][c:13]3[c:14]2[c:15]([CH3:34])[c:16]([NH:21][CH2:22][CH2:23][CH2:24][c:25]2[cH:26][cH:27][c:28]([O:31][CH3:32])[cH:29][cH:30]2)[c:17]([CH3:20])[c:18]3[CH3:19])[cH:8][cH:9]1. The reactants are CC(C)(C)N=P(N1CCCC1)(N1CCCC1)N1CCCC1 (1-[N-(2-methylpropan-2-yl)-P,P-di(pyrrolidin-1-yl)phosphorimidoyl]pyrrolidine), COC1=NC(=CC=C1C1=C(SC2=C1N=C(N=C2)S(=O)(=O)C)C(=O)OC)C (methyl 7-(2-methoxy-6-methylpyridin-3-yl)-2-(methylsulfonyl)thieno[3,2-d]pyrimidine-6-carboxylate), CC=1C(=CC(=C(C1)NC=O)OC(C)C)N1CCN(CC1)C (N-[5-methyl-4-(4-methylpiperazin-1-yl)-2-(propan-2-yloxy)phenyl]formamide). Run in CN(C)C=O (DMF). Run at time 16 hour. Product: C(=O)N(C=1N=CC2=C(N1)C(=C(S2)C(=O)OC)C=2C(=NC(=CC2)C)OC)C2=C(C=C(C(=C2)C)N2CCN(CC2)C)OC(C)C (methyl 2-{formyl[5-methyl-4-(4-methylpiperazin-1-yl)-2-(propan-2-yloxy)phenyl]amino}-7-(2-methoxy-6-methylpyridin-3-yl)thieno[3,2-d]pyrimidine-6-carboxylate). The yield is 91.5%. RXN SMILES: CC(N=P(N1CCCC1)(N1CCCC1)N1CCCC1)(C)C.[CH3:22][O:23][C:24]1[C:29]([C:30]2[C:34]3[N:35]=[C:36](S(C)(=O)=O)[N:37]=[CH:38][C:33]=3[S:32][C:31]=2[C:43]([O:45][CH3:46])=[O:44])=[CH:28][CH:27]=[C:26]([CH3:47])[N:25]=1.[CH3:48][C:49]1[C:50]([N:62]2[CH2:67][CH2:66][N:65]([CH3:68])[CH2:64][CH2:63]2)=[CH:51][C:52]([O:58][CH:59]([CH3:61])[CH3:60])=[C:53]([NH:55][CH:56]=[O:57])[CH:54]=1>CN(C=O)C>[CH:56]([N:55]([C:53]1[CH:54]=[C:49]([CH3:48])[C:50]([N:62]2[CH2:63][CH2:64][N:65]([CH3:68])[CH2:66][CH2:67]2)=[CH:51][C:52]=1[O:58][CH:59]([CH3:61])[CH3:60])[C:36]1[N:37]=[CH:38][C:33]2[S:32][C:31]([C:43]([O:45][CH3:46])=[O:44])=[C:30]([C:29]3[C:24]([O:23][CH3:22])=[N:25][C:26]([CH3:47])=[CH:27][CH:28]=3)[C:34]=2[N:35]=1)=[O:57]. Procedure details: 0.7 ml of 1-[N-(2-methylpropan-2-yl)-P,P-di(pyrrolidin-1-yl)phosphorimidoyl]pyrrolidine (BTPP) is added to a mixture of 300 mg of methyl 7-(2-methoxy-6-methylpyridin-3-yl)-2-(methylsulfonyl)thieno[3,2-d]pyrimidine-6-carboxylate and 231 mg of N-[5-methyl-4-(4-methylpiperazin-1-yl)-2-(propan-2-yloxy)phenyl]formamide in 8 ml of anhydrous DMF. The mixture is stirred at ambient temperature for 16 h, and then evaporated under vacuum at a temperature of 55° C., and the residue is diluted with ethyl ace... Reactants: CCCC[Sn](CCCC)(CCCC)O[Sn](CCCC)(CCCC)CCCC (bis(tributyltin) oxide), OCCN1CCCC1 (N-(β-hydroxyethyl)pyrolidine). Run in C1=CC=CC=C1 (benzene). The product is C(CCC)[Sn](CCCC)(CCCC)OCCN1CCCC1 (2-[N-Pyrollidinyl]ethyl Tributylstannyl Ether), yellow liquid. RXN SMILES: CCCC[Sn]([O:14][Sn:15]([CH2:24][CH2:25][CH2:26][CH3:27])([CH2:20][CH2:21][CH2:22][CH3:23])[CH2:16][CH2:17][CH2:18][CH3:19])(CCCC)CCCC.O[CH2:29][CH2:30][N:31]1[CH2:35][CH2:34][CH2:33][CH2:32]1>C1C=CC=CC=1>[CH2:24]([Sn:15]([O:14][CH2:29][CH2:30][N:31]1[CH2:35][CH2:34][CH2:33][CH2:32]1)([CH2:16][CH2:17][CH2:18][CH3:19])[CH2:20][CH2:21][CH2:22][CH3:23])[CH2:25][CH2:26][CH3:27]. Procedure: 2-[N-Pyrollidinyl]ethyl Tributylstannyl Ether is prepared from 65.0 gm (.109 mole) bis(tributyltin) oxide and 25.0 gm (.217 mole) N-(β-hydroxyethyl)pyrolidine in 200 ml benzene. This is stirred and heated to reflux in a system that contains a Dean-Starke tube. After refluxing 20 hours, a total of 2.0 ml of water (theory 1.96 ml) had collected in the Dean-Starke tube. The solvent is stripped off on a rotating evaporator to provide 94.0 gm of yellow liquid. This is fractionated at reduced pressure... The reactants are C[Si](C)(C)[N-][Si](C)(C)C.[K+] (KHMDS), O1C[C@H](CC1)O ((S)-tetrahydrofuran-3-ol), C[Si](C)(C)[N-][Si](C)(C)C.[K+] (KHMDS), FC1=CC(=NC=C1)N (4-fluoropyridin-2-amine). Run in C1CCOC1 (THF). Conditions: time 5 minute. Yields the product O1C[C@H](CC1)OC1=CC(=NC=C1)N ((S)-4-((tetrahydrofuran-3-yl)oxy)pyridin-2-amine). Reaction SMILES: [O:1]1[CH2:5][CH2:4][C@H:3]([OH:6])[CH2:2]1.C[Si]([N-][Si](C)(C)C)(C)C.[K+].F[C:18]1[CH:23]=[CH:22][N:21]=[C:20]([NH2:24])[CH:19]=1>C1COCC1>[O:1]1[CH2:5][CH2:4][C@H:3]([O:6][C:18]2[CH:23]=[CH:22][N:21]=[C:20]([NH2:24])[CH:19]=2)[CH2:2]1 |f:1.2|. Procedure: (S)-tetrahydrofuran-3-ol (707 mg, 8.03 mmol) was treated with KHMDS (1 M in THF, 5.89 ml, 5.89 mmol) and stirred at room temperature for 5 min. Then, the mixture was added to a solution of 4-fluoropyridin-2-amine (300 mg, 2.68 mmol) in THF (15 ml). The resulting brown solution was stirred for 16 h. KHMDS (1 M in THF, 2.68 ml, 2.68 mmol) was added to the reaction and the reaction mixture was stirred at 50° C. for 16 h. The reaction mixture was quenched with sat. aq. NH4Cl and extracted with EtOAc... Reactants: CCCCCCCCCCCCP(C)(C)=O, COc1cc(C(=O)O)cc(OC)c1OC, O=C(Cl)Cl, Cc1ccccc1C. Yields the product COc1cc(C(=O)Cl)cc(OC)c1OC. As a reaction SMILES: [CH3:16][P:17](=[O:18])([CH3:19])[CH2:20][CH2:21][CH2:22][CH2:23][CH2:24][CH2:25][CH2:26][CH2:27][CH2:28][CH2:29][CH2:30][CH3:31].[CH3:1][O:2][c:3]1[cH:4][c:5]([C:13]([OH:14])=[O:15])[cH:6][c:7]([O:8][CH3:9])[c:10]1[O:11][CH3:12].[Cl:32][C:33](=[O:34])[Cl:35].[c:36]1([CH3:37])[c:38]([CH3:39])[cH:40][cH:41][cH:42][cH:43]1>>[CH3:1][O:2][c:3]1[cH:4][c:5]([C:13](=[O:15])[Cl:32])[cH:6][c:7]([O:8][CH3:9])[c:10]1[O:11][CH3:12]. Reactants: CC(C)(C)c1ccc(S(=O)(=O)Cl)s1, [H-], COc1ccccc1Oc1c(N)nc(-c2ncccn2)nc1OC, [Na+], C1CCOC1. The product is COc1ccccc1Oc1c(NS(=O)(=O)c2ccc(C(C)(C)C)s2)nc(-c2ncccn2)nc1OC. RXN SMILES: [C:27]([CH3:28])([CH3:29])([CH3:30])[c:31]1[cH:32][cH:33][c:34]([S:36](=[O:37])(=[O:38])[Cl:39])[s:35]1.[H-:2].[NH2:3][c:4]1[n:5][c:6](-[c:21]2[n:22][cH:23][cH:24][cH:25][n:26]2)[n:7][c:8]([O:19][CH3:20])[c:9]1[O:10][c:11]1[c:12]([O:17][CH3:18])[cH:13][cH:14][cH:15][cH:16]1.[Na+:1].[O:40]1[CH2:41][CH2:42][CH2:43][CH2:44]1>>[NH:3]([c:4]1[n:5][c:6](-[c:21]2[n:22][cH:23][cH:24][cH:25][n:26]2)[n:7][c:8]([O:19][CH3:20])[c:9]1[O:10][c:11]1[c:12]([O:17][CH3:18])[cH:13][cH:14][cH:15][cH:16]1)[S:36]([c:34]1[cH:33][cH:32][c:31]([C:27]([CH3:28])([CH3:29])[CH3:30])[s:35]1)(=[O:37])=[O:38].